Dataset: the Open Reaction Database (ORD), a public repository of structured organic reaction records. Task: describe an organic reaction: reactants, conditions, products, and yield Starting materials: COCCOCCOCC#C (3-[2-(2-Methoxy-ethoxy)-ethoxy]-propyne), C(C)(C)(C)OC(C=[N+]=[N-])=O (Diazo-acetic acid tert-butyl ester). Reaction conditions: temperature 70 celsius. Yields the product C(C)(C)(C)OC(=O)C=1NN=C(C1)COCCOCCOC (5-[2-(2-Methoxy-ethoxy)-ethoxymethyl]-2H-pyrazole-3-carboxylic acid tert-butyl ester). RXN SMILES: [CH3:1][O:2][CH2:3][CH2:4][O:5][CH2:6][CH2:7][O:8][CH2:9][C:10]#[CH:11].[C:12]([O:16][C:17](=[O:21])[CH:18]=[N+:19]=[N-:20])([CH3:15])([CH3:14])[CH3:13]>>[C:12]([O:16][C:17]([C:18]1[NH:19][N:20]=[C:10]([CH2:9][O:8][CH2:7][CH2:6][O:5][CH2:4][CH2:3][O:2][CH3:1])[CH:11]=1)=[O:21])([CH3:15])([CH3:14])[CH3:13]. Procedure details: To a solution containing approx. 2.5 g 3-[2-(2-Methoxy-ethoxy)-ethoxy]-propyne, 2.8 g Diazo-acetic acid tert-butyl ester were added and the mixture was heated to 70° C. for 5 days. Then the solution was concentrated under reduced pressure and directly purified by chromatography on silica eluting with a n-heptane/ethyl acetate gradient. Yield: 1.7 g. Reactants: CC(C)c1ccc(-c2nc3c(c(C(N)=O)nn3-c3ccccc3)c(=O)n2-c2ccc(Cl)cc2)cc1, CC(C)c1ccc(-c2nc3c(c(C(=O)O)nn3-c3ccccc3)c(=O)n2-c2ccc(Cl)cc2)cc1, O=P(Cl)(Cl)Cl. The product is CC(C)c1ccc(-c2nc3c(c(C#N)nn3-c3ccccc3)c(=O)n2-c2ccc(Cl)cc2)cc1. Reaction SMILES: [Cl:1][c:2]1[cH:3][cH:4][c:5](-[n:8]2[c:9](-[c:27]3[cH:28][cH:29][c:30]([CH:33]([CH3:34])[CH3:35])[cH:31][cH:32]3)[n:10][c:11]3[c:12]([c:13]2=[O:14])[c:15]([C:24](=[O:25])[NH2:26])[n:16][n:17]3-[c:18]2[cH:19][cH:20][cH:21][cH:22][cH:23]2)[cH:6][cH:7]1.[Cl:36][c:37]1[cH:38][cH:39][c:40](-[n:41]2[c:42](=[O:43])[c:44]3[c:45]([C:46]([OH:47])=[O:48])[n:49][n:50](-[c:51]4[cH:52][cH:53][cH:54][cH:55][cH:56]4)[c:57]3[n:58][c:59]2-[c:60]2[cH:61][cH:62][c:63]([CH:64]([CH3:65])[CH3:66])[cH:67][cH:68]2)[cH:69][cH:70]1.[P:71]([Cl:72])([Cl:73])([Cl:74])=[O:75]>>[Cl:1][c:2]1[cH:3][cH:4][c:5](-[n:8]2[c:9](-[c:27]3[cH:28][cH:29][c:30]([CH:33]([CH3:34])[CH3:35])[cH:31][cH:32]3)[n:10][c:11]3[c:12]([c:13]2=[O:14])[c:15]([C:24]#[N:26])[n:16][n:17]3-[c:18]2[cH:19][cH:20][cH:21][cH:22][cH:23]2)[cH:6][cH:7]1. Starting materials: O=C([O-])[O-], CCOC(=O)c1cnn(-c2ccccn2)c1S(N)(=O)=O, CCCCN=C=O, CC(C)=O, [K+], [K+]. Yields the product CCCCNC(=O)NS(=O)(=O)c1c(C(=O)OCC)cnn1-c1ccccn1. Reaction SMILES: [C:21](=[O:22])([O-:23])[O-:24].[CH2:1]([CH3:2])[O:3][C:4](=[O:5])[c:6]1[cH:7][n:8][n:9](-[c:15]2[n:16][cH:17][cH:18][cH:19][cH:20]2)[c:10]1[S:11](=[O:12])(=[O:13])[NH2:14].[CH2:27]([CH2:28][CH2:29][CH3:30])[N:31]=[C:32]=[O:33].[CH3:34][C:35](=[O:36])[CH3:37].[K+:25].[K+:26]>>[CH2:1]([CH3:2])[O:3][C:4](=[O:5])[c:6]1[cH:7][n:8][n:9](-[c:15]2[n:16][cH:17][cH:18][cH:19][cH:20]2)[c:10]1[S:11](=[O:12])(=[O:13])[NH:14][C:32]([NH:31][CH2:27][CH2:28][CH2:29][CH3:30])=[O:33]. The reactants are C1=CC=C(C=C1)C(C(C(=O)O)N)O (DL-3-phenylserine hydrate), C(CCCC)(=O)O (pentanoic acid). Product: C(CCC)C=1OC(=C(N1)C(=O)O)C1=CC=CC=C1 (2-Butyl-5-phenyl-oxazole-4-carboxylic acid). Reaction SMILES: [CH:1]1[CH:6]=[CH:5][C:4]([CH:7]([OH:13])[CH:8]([NH2:12])[C:9]([OH:11])=[O:10])=[CH:3][CH:2]=1.[C:14](O)(=O)[CH2:15][CH2:16][CH2:17][CH3:18]>>[CH2:15]([C:14]1[O:13][C:7]([C:4]2[CH:3]=[CH:2][CH:1]=[CH:6][CH:5]=2)=[C:8]([C:9]([OH:11])=[O:10])[N:12]=1)[CH2:16][CH2:17][CH3:18]. Reported procedure: Prepared starting from DL-3-phenylserine hydrate following sequentially general procedures W, X with pentanoic acid, Y and Z. LC-MS-conditions 02: tR=0.95 min; [M+H]+=246.45.